Dataset: the Open Reaction Database (ORD), a public repository of structured organic reaction records. Task: describe an organic reaction: reactants, conditions, products, and yield Starting materials: COC=1C=CC2=C(CCN(C(N2)=O)C2CCN(CC2)C(=O)O[C@H](CC2=CC(=C(C(=C2)C(F)(F)F)N)Cl)C(=O)O)C1 ((R)-2-(4-amino-3-chloro-5-trifluoromethyl-phenyl)-1-carboxy-ethyl 4-(7-methoxy-2-oxo-1,2,4,5-tetrahydro-1,3-benzodiazepin-3-yl)-piperidine-1-carboxylate), C(C)OC(CN1CCC(CC1)C1CCNCC1)=O (ethyl[4,4′]bipiperidinyl-1-yl-acetate). The product is COC=1C=CC2=C(CCN(C(N2)=O)C2CCN(CC2)C(=O)O[C@@H](C(=O)N2CCC(CC2)C2CCN(CC2)CC(=O)OCC)CC2=CC(=C(C(=C2)C(F)(F)F)N)Cl)C1 ((R)-1-(4-amino-3-chloro-5-trifluoromethyl-benzyl)-2-(1′-ethoxycarbonylmethyl-4,4′-bipiperidinyl-1-yl)-2-oxo-ethyl 4-(7-methoxy-2-oxo-1,2,4,5-tetrahydro-1,3-benzodiazepin-3-yl)-piperidine-1-carboxylate). Reaction SMILES: [CH3:1][O:2][C:3]1[CH:4]=[CH:5][C:6]2[NH:12][C:11](=[O:13])[N:10]([CH:14]3[CH2:19][CH2:18][N:17]([C:20]([O:22][C@@H:23]([C:37]([OH:39])=O)[CH2:24][C:25]4[CH:30]=[C:29]([C:31]([F:34])([F:33])[F:32])[C:28]([NH2:35])=[C:27]([Cl:36])[CH:26]=4)=[O:21])[CH2:16][CH2:15]3)[CH2:9][CH2:8][C:7]=2[CH:40]=1.[CH2:41]([O:43][C:44](=[O:58])[CH2:45][N:46]1[CH2:51][CH2:50][CH:49]([CH:52]2[CH2:57][CH2:56][NH:55][CH2:54][CH2:53]2)[CH2:48][CH2:47]1)[CH3:42]>>[CH3:1][O:2][C:3]1[CH:4]=[CH:5][C:6]2[NH:12][C:11](=[O:13])[N:10]([CH:14]3[CH2:15][CH2:16][N:17]([C:20]([O:22][C@H:23]([CH2:24][C:25]4[CH:30]=[C:29]([C:31]([F:32])([F:33])[F:34])[C:28]([NH2:35])=[C:27]([Cl:36])[CH:26]=4)[C:37]([N:55]4[CH2:54][CH2:53][CH:52]([CH:49]5[CH2:48][CH2:47][N:46]([CH2:45][C:44]([O:43][CH2:41][CH3:42])=[O:58])[CH2:51][CH2:50]5)[CH2:57][CH2:56]4)=[O:39])=[O:21])[CH2:18][CH2:19]3)[CH2:9][CH2:8][C:7]=2[CH:40]=1. Procedure: Prepared analogously to Example 9 from 100 mg (0.17 mmol) (R)-2-(4-amino-3-chloro-5-trifluoromethyl-phenyl)-1-carboxy-ethyl 4-(7-methoxy-2-oxo-1,2,4,5-tetrahydro-1,3-benzodiazepin-3-yl)-piperidine-1-carboxylate and 48 mg (0.19 mmol) ethyl[4,4′]bipiperidinyl-1-yl-acetate. The reactants are C1(=CC=CC=C1)S(=O)(=O)N1C=C(C=2C1=NC=CC2)B2OC(C(O2)(C)C)(C)C (1-benzenesulfonyl-3-(4,4,5,5-tetramethyl-[1,3,2]dioxaborolan-2-yl)-1H-pyrrolo[2,3-b]pyridine), ClC1=NC=CC(=N1)Cl (2,4-dichloropyrimidine), C(=O)([O-])[O-].[Na+].[Na+] (Na2CO3). Reagents/catalysts: C=1C=CC(=CC1)[P](C=2C=CC=CC2)(C=3C=CC=CC3)[Pd]([P](C=4C=CC=CC4)(C=5C=CC=CC5)C=6C=CC=CC6)([P](C=7C=CC=CC7)(C=8C=CC=CC8)C=9C=CC=CC9)[P](C=1C=CC=CC1)(C=1C=CC=CC1)C=1C=CC=CC1 (tetrakis(triphenylphosphine)palladium(0)). The solvent is COCCOC (ethylene glycol dimethyl ether). The product is C1(=CC=CC=C1)S(=O)(=O)N1C=C(C=2C1=NC=CC2)C2=NC(=NC=C2)Cl (1-benzenesulfonyl-3-(2-chloro-pyrimidin-4-yl)-1H-pyrrolo[2,3-b]pyridine). The yield is 54.1%. As a reaction SMILES: [C:1]1([S:7]([N:10]2[C:14]3=[N:15][CH:16]=[CH:17][CH:18]=[C:13]3[C:12](B3OC(C)(C)C(C)(C)O3)=[CH:11]2)(=[O:9])=[O:8])[CH:6]=[CH:5][CH:4]=[CH:3][CH:2]=1.[Cl:28][C:29]1[N:34]=[C:33](Cl)[CH:32]=[CH:31][N:30]=1.C([O-])([O-])=O.[Na+].[Na+]>C1C=CC([P]([Pd]([P](C2C=CC=CC=2)(C2C=CC=CC=2)C2C=CC=CC=2)([P](C2C=CC=CC=2)(C2C=CC=CC=2)C2C=CC=CC=2)[P](C2C=CC=CC=2)(C2C=CC=CC=2)C2C=CC=CC=2)(C2C=CC=CC=2)C2C=CC=CC=2)=CC=1.COCCOC>[C:1]1([S:7]([N:10]2[C:14]3=[N:15][CH:16]=[CH:17][CH:18]=[C:13]3[C:12]([C:31]3[CH:32]=[CH:33][N:34]=[C:29]([Cl:28])[N:30]=3)=[CH:11]2)(=[O:9])=[O:8])[CH:2]=[CH:3][CH:4]=[CH:5][CH:6]=1 |f:2.3.4,^1:45,47,66,85|. Reported procedure: A mixture of compound 1e (15.00 g), 2,4-dichloropyrimidine (7.56 g) and tetrakis(triphenylphosphine)palladium(0) (4.51 g) in a solution of ethylene glycol dimethyl ether (200 mL) and aqueous Na2CO3 (2M, 60 mL) was refluxed overnight. The reaction was quenched with water and extracted with ethyl acetate. The combined organic phase was concentrated and the residue was purified on silica gel column (eluted with 100% dichloromethane and 3% acetone in dichloromethane) to provide 1-benzenesulfonyl-3-(... Product: N#Cc1nn(-c2c(Cl)cc(C(F)(F)F)cc2Cl)c(CF)c1S(=O)C(F)(F)F. Reactants: N#Cc1nn(-c2c(Cl)cc(C(F)(F)F)cc2Cl)c(CF)c1SC(F)(F)F, O=C(O)C(F)(F)F, OO. As a reaction SMILES: [C:8](#[N:9])[c:10]1[n:11][n:12](-[c:22]2[c:23]([Cl:33])[cH:24][c:25]([C:29]([F:30])([F:31])[F:32])[cH:26][c:27]2[Cl:28])[c:13]([CH2:20][F:21])[c:14]1[S:15][C:16]([F:17])([F:18])[F:19].[OH:1][C:2]([C:3]([F:4])([F:5])[F:6])=[O:7].[OH:34][OH:35]>>[O:1]=[S:15]([c:14]1[c:10]([C:8]#[N:9])[n:11][n:12](-[c:22]2[c:23]([Cl:33])[cH:24][c:25]([C:29]([F:30])([F:31])[F:32])[cH:26][c:27]2[Cl:28])[c:13]1[CH2:20][F:21])[C:16]([F:17])([F:18])[F:19]. The reactants are O=C([O-])O, COc1ccc(COCC=C(C)C(OC)OC)cc1, CC#N, Cl, [Na+]. Yields the product COc1ccc(COCC=C(C)C=O)cc1. Reaction SMILES: [C:21](=[O:22])([O-:23])[OH:24].[CH3:1][O:2][CH:3]([C:4](=[CH:5][CH2:6][O:7][CH2:8][c:9]1[cH:10][cH:11][c:12]([O:15][CH3:16])[cH:13][cH:14]1)[CH3:17])[O:18][CH3:19].[CH3:26][C:27]#[N:28].[ClH:20].[Na+:25]>>[O:2]=[CH:3][C:4](=[CH:5][CH2:6][O:7][CH2:8][c:9]1[cH:10][cH:11][c:12]([O:15][CH3:16])[cH:13][cH:14]1)[CH3:17].